Dataset: the Open Reaction Database (ORD), a public repository of structured organic reaction records. Task: describe an organic reaction: reactants, conditions, products, and yield Reactants: CCCBr, CC#N, [K+], [OH-], Cc1c(O)ccc(C2CCCC3CN(C(=O)c4ccc(C(F)(F)F)nc4)CCN32)c1C. The product is CCCOc1ccc(C2CCCC3CN(C(=O)c4ccc(C(F)(F)F)nc4)CCN32)c(C)c1C. As a reaction SMILES: [Br:34][CH2:35][CH2:36][CH3:37].[CH3:38][C:39]#[N:40].[K+:33].[OH-:32].[OH:1][c:2]1[c:3]([CH3:31])[c:4]([CH3:30])[c:5]([CH:8]2[CH2:9][CH2:10][CH2:11][CH:12]3[N:13]2[CH2:14][CH2:15][N:16]([C:18](=[O:19])[c:20]2[cH:21][n:22][c:23]([C:26]([F:27])([F:28])[F:29])[cH:24][cH:25]2)[CH2:17]3)[cH:6][cH:7]1>>[O:1]([c:2]1[c:3]([CH3:31])[c:4]([CH3:30])[c:5]([CH:8]2[CH2:9][CH2:10][CH2:11][CH:12]3[N:13]2[CH2:14][CH2:15][N:16]([C:18](=[O:19])[c:20]2[cH:21][n:22][c:23]([C:26]([F:27])([F:28])[F:29])[cH:24][cH:25]2)[CH2:17]3)[cH:6][cH:7]1)[CH2:35][CH2:36][CH3:37]. Starting materials: CC(=O)O, Cl, NNc1ccncc1, O=C1OC(=O)c2ccccc21. The product is c1ccc2c(c1)CN(Nc1ccncc1)C2. As a reaction SMILES: [CH3:21][C:22](=[O:23])[OH:24].[ClH:12].[NH:13]([NH2:14])[c:15]1[cH:16][cH:17][n:18][cH:19][cH:20]1.[O:1]=[C:2]1[O:5][C:4](=[O:3])[c:6]2[cH:7][cH:8][cH:9][cH:10][c:11]21>>[CH2:2]1[c:11]2[c:6]([cH:7][cH:8][cH:9][cH:10]2)[CH2:4][N:14]1[NH:13][c:15]1[cH:16][cH:17][n:18][cH:19][cH:20]1. Reactants: ClC1=C2N=CN(C2=NC(=N1)NC=O)OCCOCP(=O)(OCC)OCC (6-chloro-9-[2-(diethoxyphosphorylmethoxy)ethoxy]-2-formamidopurine), C[Si](C)(C)Br (trimethylsilyl bromide). The solvent is CN(C=O)C (dimethylformamide). Reaction conditions: time 3 hour. Yields the product NC1=NC(=C2N=CN(C2=N1)OCCOCP(=O)(O)O)Cl (2-Amino-6-chloro-9-[2-(phosphonomethoxy)ethoxy]purine). Isolated yield 50.9%. Reaction SMILES: [Cl:1][C:2]1[N:10]=[C:9]([NH:11]C=O)[N:8]=[C:7]2[C:3]=1[N:4]=[CH:5][N:6]2[O:14][CH2:15][CH2:16][O:17][CH2:18][P:19]([O:24]CC)([O:21]CC)=[O:20].C[Si](Br)(C)C>CN(C)C=O>[NH2:11][C:9]1[N:8]=[C:7]2[C:3]([N:4]=[CH:5][N:6]2[O:14][CH2:15][CH2:16][O:17][CH2:18][P:19]([OH:24])([OH:21])=[O:20])=[C:2]([Cl:1])[N:10]=1. Reported procedure: To a solution of 6-chloro-9-[2-(diethoxyphosphorylmethoxy)ethoxy]-2-formamidopurine (0.370 g, 0.91 mmol) in dry dimethylformamide (5 ml) was added trimethylsilyl bromide (1.3 ml, 9.6 mmol) and the solution stirred at ambient temperature for 3 hours. The solvent was removed under reduced pressure and the residue co-evaporated with acetone:water 1:1 (×2). The solid residue obtained was crystallised from hot water to give the title compound as a tan solid (0.15 g, 51%), m.p. 190°-195° C. IR: νmax (... Reactants: ClC(C1=C(C=CC(=C1)[N+](=O)[O-])SCl)(Cl)Cl (2-trichloromethyl-4-nitrobenzenesulfenic acid chloride), [C-]#N.[K+] (potassium cyanide), [Cl-].[K+] (potassium chloride). The solvent is C(C)OCC (diethyl ether), C(C)(=O)O (acetic acid). Reaction conditions: temperature 10 celsius, time 5 hour. Yields the product ClC(C1=C(C=CC(=C1)[N+](=O)[O-])SC#N)(Cl)Cl (2-trichloromethyl-4-nitrophenyl thiocyanate). The yield is 89.2%. RXN SMILES: [C-:1]#[N:2].[K+].[Cl:4][C:5]([Cl:18])([Cl:17])[C:6]1[CH:11]=[C:10]([N+:12]([O-:14])=[O:13])[CH:9]=[CH:8][C:7]=1[S:15]Cl.[Cl-].[K+]>C(O)(=O)C.C(OCC)C>[Cl:4][C:5]([Cl:18])([Cl:17])[C:6]1[CH:11]=[C:10]([N+:12]([O-:14])=[O:13])[CH:9]=[CH:8][C:7]=1[S:15][C:1]#[N:2] |f:0.1,3.4|. Procedure: At 10° to 15° C., 13 g of potassium cyanide is dissolved in 100 ml of glacial acetic acid. At 10° C., a solution of 61.4 g of 2-trichloromethyl-4-nitrobenzenesulfenic acid chloride in 200 ml of diethyl ether is added to the solution. The mixture is stirred for 2 hours at 10° C. and for 5 hours at room temperature. The precipitated potassium chloride is filtred off, the solvent is distilled off, and the residue is recyrstallized from petroleum ether. There is obtained 53 g (89% of theory) of 2-tr... Starting materials: OC1C(C(N2[C@H]1C(C2=O)NC(C(NC(=O)N2C(C(N(CC2)CC)=O)=O)C2=CC=CC=C2)=O)C(=O)OCC2=CC1=CC=CC=C1C=C2)C (2-Naphthylmethyl 1-hydroxy-2-methyl-6-[2-phenyl-2-(4-ethyl-2,3-dioxopiperazine-1-carboxamido)acetamido]carbapenam-3-carboxylate), C([O-])(O)=O.[Na+] (sodium bicarbonate), O1CCOCC1 (dioxane). Reagents/catalysts: [Pd] (palladium on carbon), [Pd] (palladium on carbon). Run in CC(=O)C (acetone), C(Cl)(Cl)Cl (chloroform), O (Water), C(C)O (ethanol), O (water), C(C)(=O)O (acetic acid). Run at time 30 minute. Product: OC1C(C(N2[C@H]1C(C2=O)NC(C(NC(=O)N2C(C(N(CC2)CC)=O)=O)C2=CC=CC=C2)=O)C(=O)[O-])C.[Na+] (sodium 1-hydroxy-2-methyl-6-[2-phenyl-2-(4-ethyl-2,3-dioxopiperazine-1-carboxamido)acetamido]carbapenam-3-carboxylate). As a reaction SMILES: [OH:1][CH:2]1[C@@H:6]2[CH:7]([NH:10][C:11](=[O:32])[CH:12]([C:26]3[CH:31]=[CH:30][CH:29]=[CH:28][CH:27]=3)[NH:13][C:14]([N:16]3[CH2:21][CH2:20][N:19]([CH2:22][CH3:23])[C:18](=[O:24])[C:17]3=[O:25])=[O:15])[C:8](=[O:9])[N:5]2[CH:4]([C:33]([O:35]CC2C=CC3C(=CC=CC=3)C=2)=[O:34])[CH:3]1[CH3:47].O1CCOCC1.C(=O)(O)[O-].[Na+:58]>[Pd].C(O)(=O)C.C(O)C.C(Cl)(Cl)Cl.O.CC(C)=O>[OH:1][CH:2]1[C@@H:6]2[CH:7]([NH:10][C:11](=[O:32])[CH:12]([C:26]3[CH:27]=[CH:28][CH:29]=[CH:30][CH:31]=3)[NH:13][C:14]([N:16]3[CH2:21][CH2:20][N:19]([CH2:22][CH3:23])[C:18](=[O:24])[C:17]3=[O:25])=[O:15])[C:8](=[O:9])[N:5]2[CH:4]([C:33]([O-:35])=[O:34])[CH:3]1[CH3:47].[Na+:58] |f:2.3,10.11|. Procedure details: 2-Naphthylmethyl 1-hydroxy-2-methyl-6-[2-phenyl-2-(4-ethyl-2,3-dioxopiperazine-1-carboxamido)acetamido]carbapenam-3-carboxylate (36 mg., 0.056 mmole) was dissolved in 2 ml. of dioxane. Water (1 ml.), sodium bicarbonate (4.7 mg., 0.056 mmole) and hydrogenation catalyst (36 mg. of 10% palladium on carbon) were added and the mixture was hydrogenated at 50 psig and room temperature for 30 minutes. Monitoring by tlc (9:1 acetone:water and 90:10:2 chloroform:ethanol:acetic acid) indicated that hydroge...